This data is from the Open Reaction Database (ORD), a public repository of structured organic reaction records. The task is: describe an organic reaction: reactants, conditions, products, and yield Reactants: FC1CNCC1CNC1CC1, O=C(O)c1cn(CCF)c2c(F)c(F)c(F)cc2c1=O. The product is O=C(O)c1cn(CCF)c2c(F)c(N3CC(F)C(CNC4CC4)C3)c(F)cc2c1=O. As a reaction SMILES: [CH:21]1([NH:24][CH2:25][CH:26]2[CH2:27][NH:28][CH2:29][CH:30]2[F:31])[CH2:22][CH2:23]1.[F:1][c:2]1[cH:3][c:4]2[c:5](=[O:20])[c:6]([C:17](=[O:18])[OH:19])[cH:7][n:8]([CH2:14][CH2:15][F:16])[c:9]2[c:10]([F:13])[c:11]1[F:12]>>[F:1][c:2]1[cH:3][c:4]2[c:5](=[O:20])[c:6]([C:17](=[O:18])[OH:19])[cH:7][n:8]([CH2:14][CH2:15][F:16])[c:9]2[c:10]([F:13])[c:11]1[N:28]1[CH2:27][CH:26]([CH2:25][NH:24][CH:21]2[CH2:22][CH2:23]2)[CH:30]([F:31])[CH2:29]1. The reactants are C(C)(C)(C)C1CCNCC1 (4-tert-butylpiperidine), C(C)(C)(C)C1CCC2(OCC(O2)CBr)CC1 (8-tert-butyl-2-bromomethyl-1,4-dioxaspiro[4,5]decane), C([O-])([O-])=O.[K+].[K+] (potassium carbonate). The solvent is CN(C=O)C (dimethylformamide). Product: C(C)(C)(C)C1CCC2(OCC(O2)CN2CCC(CC2)C(C)(C)C)CC1 (8-tert-Butyl-2-(4-tert-butylpiperidinomethyl)-1,4-dioxaspiro[4,5]decane). RXN SMILES: [C:1]([CH:5]1[CH2:10][CH2:9][NH:8][CH2:7][CH2:6]1)([CH3:4])([CH3:3])[CH3:2].[C:11]([CH:15]1[CH2:26][CH2:25][C:18]2([O:22][CH:21]([CH2:23]Br)[CH2:20][O:19]2)[CH2:17][CH2:16]1)([CH3:14])([CH3:13])[CH3:12].C(=O)([O-])[O-].[K+].[K+]>CN(C)C=O>[C:11]([CH:15]1[CH2:26][CH2:25][C:18]2([O:22][CH:21]([CH2:23][N:8]3[CH2:9][CH2:10][CH:5]([C:1]([CH3:4])([CH3:3])[CH3:2])[CH2:6][CH2:7]3)[CH2:20][O:19]2)[CH2:17][CH2:16]1)([CH3:13])([CH3:12])[CH3:14] |f:2.3.4|. Procedure: 17.4 g (123.6 mmol) of 4-tert-butylpiperidine, 9.0 g (30.9 mmol) of 8-tert-butyl-2-bromomethyl-1,4-dioxaspiro[4,5]decane (cis/trans mixture) and 4.3 g (30.9 mmol) of potassium carbonate in 100 ml of absolute dimethylformamide were heated at 150° C. for 8 hours. Some of the solvent was distilled off under reduced pressure, the residue was taken up with dilute aqueous sodium hydroxide solution/methylene chloride and the solution was worked up in a conventional manner. Starting materials: [Mg] (Magnesium), BrC=1C=C(C=CC1)C (3-bromotoluene), [Cl-].[NH4+] (ammonium chloride), ClC1=C(C(=O)O)C=CC(=N1)C (2-chloro-6-methylnicotinic acid). The solvent is O1CCCC1 (tetrahydrofuran). The product is ClC1=NC(=CC=C1C(C1=CC(=CC=C1)C)=O)C (2-chloro-6-methyl-3-(3-methylbenzoyl)pyridine). The yield is 52.1%. RXN SMILES: [Mg].Br[C:3]1[CH:4]=[C:5]([CH3:9])[CH:6]=[CH:7][CH:8]=1.[Cl:10][C:11]1[N:19]=[C:18]([CH3:20])[CH:17]=[CH:16][C:12]=1[C:13]([OH:15])=O.[Cl-].[NH4+]>O1CCCC1>[Cl:10][C:11]1[C:12]([C:13](=[O:15])[C:3]2[CH:8]=[CH:7][CH:6]=[C:5]([CH3:9])[CH:4]=2)=[CH:16][CH:17]=[C:18]([CH3:20])[N:19]=1 |f:3.4|. Procedure details: Magnesium (4.82 g, 200 mmol) was added to a tetrahydrofuran (300 ml) solution of 3-bromotoluene (35.1 g, 200 mmol), and the mixture was stirred at room temperature. Since spontaneous exothermic reaction occurred, the stirring was continued until the exothermicity was ceased. The reaction solution was cooled to -40° C., mixed with 2-chloro-6-methylnicotinic acid (11.6 g, 68 mmol) and then stirred for 16 hours at room temperature. The reaction solution was mixed with saturated ammonium chloride aq... The reactants are BrC=1C(=C(C(=C(C1)S(=O)(=O)Cl)F)F)F (5-bromo-2,3,4-trifluorophenylsulfonyl chloride), BrC1=C(C=C(C(=C1F)F)F)S(=O)(=O)Cl (2-bromo-3,4,5-trifluorophenylsulfonyl chloride), OC=1C=C(N)C=CC1OC (3-hydroxy-4-methoxyaniline). Procedure: 1-Bromo-2,3,4-trifluoro-5-[(3-hydroxy-4-methoxyphenyl)aminosulfonyl]benzene and 1-Bromo-4,5,6-trifluoro-2-[(3-hydroxy-4-methoxyphenyl)amino-sulfonyl]benzene were prepared in a manner similar to that described above, beginning with a mixture of 5-bromo-2,3,4-trifluorophenylsulfonyl chloride (Example B) and 2-bromo-3,4,5-trifluorophenylsulfonyl chloride (Example C) and 3-hydroxy-4-methoxyaniline. The two isomeric compounds were separated by column chromatography (silica gel; ethyl acetate:hexanes,... Product: BrC1=C(C(=C(C(=C1)S(=O)(=O)NC1=CC(=C(C=C1)OC)O)F)F)F (1-Bromo-2,3,4-trifluoro-5-[(3-hydroxy-4-methoxyphenyl)aminosulfonyl]benzene), BrC1=C(C=C(C(=C1F)F)F)S(=O)(=O)NC1=CC(=C(C=C1)OC)O (1-Bromo-4,5,6-trifluoro-2-[(3-hydroxy-4-methoxyphenyl)amino-sulfonyl]benzene). RXN SMILES: [Br:1][C:2]1[C:3]([F:14])=[C:4]([F:13])[C:5]([F:12])=[C:6]([S:8](Cl)(=[O:10])=[O:9])[CH:7]=1.[Br:15][C:16]1[C:21]([F:22])=[C:20]([F:23])[C:19]([F:24])=[CH:18][C:17]=1[S:25](Cl)(=[O:27])=[O:26].[OH:29][C:30]1[CH:31]=[C:32]([CH:34]=[CH:35][C:36]=1[O:37][CH3:38])[NH2:33]>>[Br:1][C:2]1[CH:7]=[C:6]([S:8]([NH:33][C:32]2[CH:34]=[CH:35][C:36]([O:37][CH3:38])=[C:30]([OH:29])[CH:31]=2)(=[O:10])=[O:9])[C:5]([F:12])=[C:4]([F:13])[C:3]=1[F:14].[Br:15][C:16]1[C:21]([F:22])=[C:20]([F:23])[C:19]([F:24])=[CH:18][C:17]=1[S:25]([NH:33][C:32]1[CH:34]=[CH:35][C:36]([O:37][CH3:38])=[C:30]([OH:29])[CH:31]=1)(=[O:27])=[O:26]. Reactants: Cl.C(C)OC(CCN)=O (β-alanine ethyl ester hydrochloride), O.ON1N=NC2=C1C=CC=C2 (1-hydroxybenzotriazole monohydrate), C1(CCCCC1)C(C1=NC2=C(N1C)C=C(C=C2)OC)NC2=CC=C(C(=O)O)C=C2 (4-{[cyclohexyl(6-methoxy-1-methyl-1H-benzimidazol-2-yl)methyl]amino}benzoic acid), Cl.C(C)N=C=NCCCN(C)C (1-ethyl-3-(3-dimethylaminopropyl)carbodiimide hydrochloride), [Cl-].[NH4+] (ammonium chloride). The solvent is CN(C=O)C (N,N-dimethylformamide), C(C)N(CC)CC (triethylamine). Run at time 8 hour. The product is C1(CCCCC1)C(C1=NC2=C(N1C)C=C(C=C2)OC)NC2=CC=C(C=C2)C(=O)NCCC(=O)OCC (ethyl 3-{[(4-{[cyclohexyl(6-methoxy-1-methyl-1H-benzimidazol-2-yl)methyl]amino}phenyl)carbonyl]amino}propanoate). Isolated yield 44.7%. RXN SMILES: [CH:1]1([CH:7]([NH:20][C:21]2[CH:29]=[CH:28][C:24]([C:25](O)=[O:26])=[CH:23][CH:22]=2)[C:8]2[N:12]([CH3:13])[C:11]3[CH:14]=[C:15]([O:18][CH3:19])[CH:16]=[CH:17][C:10]=3[N:9]=2)[CH2:6][CH2:5][CH2:4][CH2:3][CH2:2]1.Cl.[CH2:31]([O:33][C:34](=[O:38])[CH2:35][CH2:36][NH2:37])[CH3:32].O.ON1C2C=CC=CC=2N=N1.Cl.C(N=C=NCCCN(C)C)C.[Cl-].[NH4+]>CN(C)C=O.C(N(CC)CC)C>[CH:1]1([CH:7]([NH:20][C:21]2[CH:22]=[CH:23][C:24]([C:25]([NH:37][CH2:36][CH2:35][C:34]([O:33][CH2:31][CH3:32])=[O:38])=[O:26])=[CH:28][CH:29]=2)[C:8]2[N:12]([CH3:13])[C:11]3[CH:14]=[C:15]([O:18][CH3:19])[CH:16]=[CH:17][C:10]=3[N:9]=2)[CH2:6][CH2:5][CH2:4][CH2:3][CH2:2]1 |f:1.2,3.4,5.6,7.8|. Reported procedure: To a mixture of 4-{[cyclohexyl(6-methoxy-1-methyl-1H-benzimidazol-2-yl)methyl]amino}benzoic acid (270 mg) synthesized above, β-alanine ethyl ester hydrochloride (158 mg), 1-hydroxybenzotriazole monohydrate (158 mg), triethylamine (287 μL) and N,N-dimethylformamide (10 mL) was added 1-ethyl-3-(3-dimethylaminopropyl)carbodiimide hydrochloride (198 mg), and the mixture was stirred overnight at room temperature. Saturated aqueous ammonium chloride solution was added to quench the reaction, and the r... The reactants are C1=CN(C=N1)C(=O)N2C=CN=C2 (CDI), C1CCOC1 (THF), CC1=NOC(=C1C=1C=C(C(=C(C1)I)NC)N)C (4-(3,5-dimethylisoxazol-4-yl)-6-iodo-N1-methylbenzene-1,2-diamine). Reaction conditions: temperature 120 celsius. Product: CC1=NOC(=C1C1=CC2=C(N(C(N2)=O)C)C(=C1)I)C (5-(3,5-dimethylisoxazol-4-yl)-7-iodo-1-methyl-1H-benzo[d]imidazol-2(3H)-one). RXN SMILES: [CH3:1][C:2]1[C:6]([C:7]2[CH:8]=C(N)C(NC)=[C:11]([I:13])[CH:12]=2)=[C:5]([CH3:17])[O:4][N:3]=1.C1N=CN([C:23]([N:25]2[CH:29]=[N:28][CH:27]=[CH:26]2)=O)C=1.C1C[O:33]CC1>>[CH3:1][C:2]1[C:6]([C:7]2[CH:12]=[C:11]([I:13])[C:26]3[N:25]([CH3:23])[C:29](=[O:33])[NH:28][C:27]=3[CH:8]=2)=[C:5]([CH3:17])[O:4][N:3]=1. Procedure details: Into a flask containing 4-(3,5-dimethylisoxazol-4-yl)-6-iodo-N1-methylbenzene-1,2-diamine (299 mg, 0.87 mmol, 1 equiv) is added THF (8 mL, 0.1 M) and CDI (282 mg, 1.74 mmol, 2 equiv). The reaction was heated for 2 hr at 120° C. The reaction was then concentrated in vacuo and the solid triturated with diethyl ether before being air dried to furnish 5-(3,5-dimethylisoxazol-4-yl)-7-iodo-1-methyl-1H-benzo[d]imidazol-2(3H)-one as a light yellow solid. Starting materials: ClCOC (chloromethylmethylether), ClC1=C(CNCCC=2SC=CC2)C=CC=C1 (N-(2-chloro-benzyl)-2-(2-thienyl)-ethylamine), O (water), ClCOC (chloromethylmethylether). Solvent: CN(C=O)C (dimethylformamide). Conditions: temperature 60 celsius. Yields the product Cl.ClC1=C(CN2CC3=C(CC2)SC=C3)C=CC=C1 (5-(2-chloro-benzyl)-4,5,6,7-tetrahydro-thieno[3,2-c]pyridine hydrochloride). Yield: 148.9%. Reaction SMILES: [Cl:1][C:2]1[CH:16]=[CH:15][CH:14]=[CH:13][C:3]=1[CH2:4][NH:5][CH2:6][CH2:7][C:8]1[S:9][CH:10]=[CH:11][CH:12]=1.Cl[CH2:18]OC.O>CN(C)C=O>[ClH:1].[Cl:1][C:2]1[CH:16]=[CH:15][CH:14]=[CH:13][C:3]=1[CH2:4][N:5]1[CH2:6][CH2:7][C:8]2[S:9][CH:10]=[CH:11][C:12]=2[CH2:18]1 |f:4.5|. Reported procedure: To a solution of 50.8 g (0.2 M) N-(2-chloro-benzyl)-2-(2-thienyl)-ethylamine in 70 ml dimethylformamide heated at 60° C. is added, over 7 minutes, 22.7 g (0.24 M) chloromethylmethylether. The temperature of the reaction medium is maintained at 60° C. throughout the addition step by cooling with water. Thirty minutes after completion of the chloromethylmethylether addition, the medium is cooled to 20° C. The desired product, which has precipitated out, is filtered and washed with 2×70 ml acetone,... Reactants: FC1=CC=C(C(=O)C2=CC=C(C=C2)OCCO)C=C1 (4-fluoro-4′-(2-hydroxyethoxy)-benzophenone), ( 7-974 ), [C-]#[C-].[Na+].[Na+] (Sodium acetylide). RXN SMILES: [F:1][C:2]1[CH:19]=[CH:18][C:5]([C:6]([C:8]2[CH:13]=[CH:12][C:11]([O:14][CH2:15][CH2:16][OH:17])=[CH:10][CH:9]=2)=[O:7])=[CH:4][CH:3]=1.[C-:20]#[C-:21].[Na+].[Na+]>C#C>[F:1][C:2]1[CH:19]=[CH:18][C:5]([C:6]([C:8]2[CH:13]=[CH:12][C:11]([O:14][CH2:15][CH2:16][OH:17])=[CH:10][CH:9]=2)([OH:7])[C:20]#[CH:21])=[CH:4][CH:3]=1 |f:1.2.3|. Solvent: C#C (acetylene). Procedure details: A photochromic group initiator (represented by structure 1.3 in Table 1 above) was prepared as follows. Step 1: 4-fluoro-4′-(2-hydroxyethoxy)-benzophenone from Part A, Step 1 of Example 7 (below) (7-974) (43.3 grams) and acetylene saturated N,N-dimethylformamide (130 mL) were combined in a reaction flask. Reaction flask was cooled in an ice bath. Sodium acetylide solution (9% by weight in toluene, 221 grams) was added to the cooled reaction mixture dropwise over 30 minutes. The ice bath was remo... The product is FC1=CC=C(C=C1)C(C#C)(O)C1=CC=C(C=C1)OCCO (1-(4-fluorophenyl)-1-(4′-(2-hydroxyethoxy)phenyl)-2-propyn-1-ol).